Dataset: the Open Reaction Database (ORD), a public repository of structured organic reaction records. Task: describe an organic reaction: reactants, conditions, products, and yield Reactants: ClC=1C=NC=C(C1OC1=C(C=C(S1)C(=O)O)[N+](=O)[O-])Cl (5-((3,5-dichloropyridin-4-yl)oxy)-4-nitrothiophene-2-carboxylic acid), C(C)(C)N1CCC(CC1)N (1-isopropylpiperidin-4-amine). Yields the product ClC=1C=NC=C(C1OC1=C(C=C(S1)C(=O)NC1CCN(CC1)C(C)C)[N+](=O)[O-])Cl (5-((3,5-dichloropyridin-4-yl)oxy)-N-(1-isopropylpiperidin-4-yl)-4-nitrothiophene-2-carboxamide), solid. Isolated yield 7.0%. RXN SMILES: [Cl:1][C:2]1[CH:3]=[N:4][CH:5]=[C:6]([Cl:20])[C:7]=1[O:8][C:9]1[S:13][C:12]([C:14]([OH:16])=O)=[CH:11][C:10]=1[N+:17]([O-:19])=[O:18].[CH:21]([N:24]1[CH2:29][CH2:28][CH:27]([NH2:30])[CH2:26][CH2:25]1)([CH3:23])[CH3:22]>>[Cl:20][C:6]1[CH:5]=[N:4][CH:3]=[C:2]([Cl:1])[C:7]=1[O:8][C:9]1[S:13][C:12]([C:14]([NH:30][CH:27]2[CH2:28][CH2:29][N:24]([CH:21]([CH3:23])[CH3:22])[CH2:25][CH2:26]2)=[O:16])=[CH:11][C:10]=1[N+:17]([O-:19])=[O:18]. Procedure details: Prepared according to the procedure described for example 44 from 5-((3,5-dichloropyridin-4-yl)oxy)-4-nitrothiophene-2-carboxylic acid (10 mg, 0.03 mmol) from above and 1-isopropylpiperidin-4-amine (17.4 mg, 0.1 mmol). The title compound was obtained as a solid (1.0 mg, 7% yield). MS m/z: 459.01, 461.01 [M+H]+. Starting materials: CC(=O)c1ccc(B(O)O)cc1, [Na+], [Na+], O=C([O-])[O-], C1COCCO1, Cl[Pd]Cl, Cc1ccc(S(=O)(=O)OC(=CC2CCCC2)c2cc3cccnc3n2S(=O)(=O)c2ccccc2)cc1, c1ccc(P(c2ccccc2)c2ccccc2)cc1, c1ccc(P(c2ccccc2)c2ccccc2)cc1. Yields the product CC(=O)c1ccc(C(=CC2CCCC2)c2cc3cccnc3n2S(=O)(=O)c2ccccc2)cc1. RXN SMILES: [C:37]([CH3:38])(=[O:39])[c:40]1[cH:41][cH:42][c:43]([B:46]([OH:47])[OH:48])[cH:44][cH:45]1.[Na+:49].[Na+:50].[O-:51][C:52](=[O:53])[O-:54].[O:55]1[CH2:56][CH2:57][O:58][CH2:59][CH2:60]1.[Pd:61]([Cl:62])[Cl:63].[c:1]1([S:7](=[O:8])(=[O:9])[n:10]2[c:11]([C:19](=[CH:20][CH:21]3[CH2:22][CH2:23][CH2:24][CH2:25]3)[O:26][S:27]([c:28]3[cH:29][cH:30][c:31]([CH3:32])[cH:33][cH:34]3)(=[O:35])=[O:36])[cH:12][c:13]3[c:14]2[n:15][cH:16][cH:17][cH:18]3)[cH:2][cH:3][cH:4][cH:5][cH:6]1.[c:64]1([P:65]([c:66]2[cH:67][cH:68][cH:69][cH:70][cH:71]2)[c:72]2[cH:73][cH:74][cH:75][cH:76][cH:77]2)[cH:78][cH:79][cH:80][cH:81][cH:82]1.[c:83]1([P:84]([c:85]2[cH:86][cH:87][cH:88][cH:89][cH:90]2)[c:91]2[cH:92][cH:93][cH:94][cH:95][cH:96]2)[cH:97][cH:98][cH:99][cH:100][cH:101]1>>[c:1]1([S:7](=[O:8])(=[O:9])[n:10]2[c:11]([C:19](=[CH:20][CH:21]3[CH2:22][CH2:23][CH2:24][CH2:25]3)[c:43]3[cH:42][cH:41][c:40]([C:37]([CH3:38])=[O:39])[cH:45][cH:44]3)[cH:12][c:13]3[c:14]2[n:15][cH:16][cH:17][cH:18]3)[cH:2][cH:3][cH:4][cH:5][cH:6]1. Starting materials: C[O-], CO, Cc1cc(C)c(C#N)c(Cl)n1, [Na+], O. Yields the product COc1nc(C)cc(C)c1C#N. As a reaction SMILES: [CH3:12][O-:13].[CH3:15][OH:16].[Cl:1][c:2]1[n:3][c:4]([CH3:11])[cH:5][c:6]([CH3:10])[c:7]1[C:8]#[N:9].[Na+:14].[OH2:17]>>[c:2]1([O:13][CH3:12])[n:3][c:4]([CH3:11])[cH:5][c:6]([CH3:10])[c:7]1[C:8]#[N:9]. Starting materials: C=O (Formaldehyde), O (water), ClC=1C(=C(C(=C(C1)C(C)NC1=C2N=CNC2=NC=N1)OC)C1CCNCC1)C (N-[1-(5-chloro-2-methoxy-4-methyl-3-piperidin-4-ylphenyl)ethyl]-9H-purin-6-amine), CCN(C(C)C)C(C)C (DIPEA), C(C)(=O)O[BH-](OC(C)=O)OC(C)=O.[Na+] (sodium triacetoxyborohydride). Run in C(Cl)Cl (methylene chloride). Run at time 10 minute. The product is ClC=1C(=C(C(=C(C1)C(C)NC1=C2N=CNC2=NC=N1)OC)C1CCN(CC1)C)C (N-{1-[5-chloro-2-methoxy-4-methyl-3-(1-methylpiperidin-4-yl)phenyl]ethyl}-9H-purin-6-amine). RXN SMILES: C=O.O.[Cl:4][C:5]1[C:6]([CH3:31])=[C:7]([CH:25]2[CH2:30][CH2:29][NH:28][CH2:27][CH2:26]2)[C:8]([O:23][CH3:24])=[C:9]([CH:11]([NH:13][C:14]2[N:22]=[CH:21][N:20]=[C:19]3[C:15]=2[N:16]=[CH:17][NH:18]3)[CH3:12])[CH:10]=1.[CH3:32]CN(C(C)C)C(C)C.C(O[BH-](OC(=O)C)OC(=O)C)(=O)C.[Na+]>C(Cl)Cl>[Cl:4][C:5]1[C:6]([CH3:31])=[C:7]([CH:25]2[CH2:30][CH2:29][N:28]([CH3:32])[CH2:27][CH2:26]2)[C:8]([O:23][CH3:24])=[C:9]([CH:11]([NH:13][C:14]2[N:22]=[CH:21][N:20]=[C:19]3[C:15]=2[N:16]=[CH:17][NH:18]3)[CH3:12])[CH:10]=1 |f:4.5|. Reported procedure: 12.0 M Formaldehyde in water (0.4 mL, 5 mmol) was added to a mixture of N-[1-(5-chloro-2-methoxy-4-methyl-3-piperidin-4-ylphenyl)ethyl]-9H-purin-6-amine (200 mg, 0.5 mmol) and DIPEA (0.35 mL, 2.0 mmol) in methylene chloride (5 mL) at 0° C. The reaction was stirred for 10 minutes, and after this time sodium triacetoxyborohydride (160 mg, 0.75 mmol) was added. The reaction was stirred at 0° C. for 1 hour. The mixture was purified on RP-HPLC (XBridge C18 Column, eluting with a gradient of acetonitr... Reactants: NC=1C(N(C(=CC1)CC1=CC=CC=C1)CC(=O)OC)=O (Methyl [3-amino-6-benzyl-1,2-dihydro-2-oxo-1-pyridyl]acetate), [K+].[Br-] (KBr), [K+].[Br-] (KBr), COC(CN1C(C(=CC=C1CCC1=CC=CC=C1)N)=O)=O (Methyl[3-amino-1,2-dihydro-2-oxo-6-phenethyl-1-pyridyl]acetate). Yields the product NC=1C(N(C=CC1)C(C(=O)OC)C)=O (Methyl 2[3-amino-1,2-dihydro-2-oxo-1-pyridyl]propionate). Reaction SMILES: [NH2:1][C:2]1[C:3](=[O:20])[N:4]([CH2:15][C:16]([O:18][CH3:19])=[O:17])[C:5](CC2C=CC=CC=2)=[CH:6][CH:7]=1.[K+].[Br-].[CH3:23]OC(=O)CN1C(CCC2C=CC=CC=2)=CC=C(N)C1=O>>[NH2:1][C:2]1[C:3](=[O:20])[N:4]([CH:15]([CH3:23])[C:16]([O:18][CH3:19])=[O:17])[CH:5]=[CH:6][CH:7]=1 |f:1.2|. Reported procedure: A mixture of 2(S) methyl-2[3-benzyloxycarbonylamino-1,2-dihydro-2-oxo-1-pyridyl)propionate (49a) (2.75 g, 8.33 mmol), methanol (100 ml), and 10% palladium on carbon (300 mg) was stirred under an atmosphere of hydrogen for 30 min. The mixture was filtered and concentrated to afford 1.63 g (100%) of a colorless solid: 1H NMR (d6-DMSO) δ 8.35 (1H, brs), 7.46 (1H, d), 7.22 (1H, d), 6.29 (1H, t), 5.22 (1H, q), 3.63 (3H, s), 1.55 (3H, d). The following compounds were prepared in a similar manner: Meth... Reactants: C(C)(=O)O (acetic acid), BrC=1C(=C(CN)C=CC1)OC (3-bromo-2-methoxy-benzylamine), CSC=1N(CCN1)C(=O)OC (methyl 2-(methylthio)-4,5-dihydro-1H-imidazole-1-carboxylate). Run in CO (methanol). The product is BrC=1C(=C(CN2C(=NCC2)N)C=CC1)OC ((3-bromo-2-methoxy-benzyl-4,5-dihydro-1H-imidazol-2-yl)-amine). RXN SMILES: C(O)(=O)C.[Br:5][C:6]1[C:7]([O:14][CH3:15])=[C:8]([CH:11]=[CH:12][CH:13]=1)[CH2:9][NH2:10].CS[C:18]1[N:19](C(OC)=O)[CH2:20][CH2:21][N:22]=1>CO>[Br:5][C:6]1[C:7]([O:14][CH3:15])=[C:8]([CH:11]=[CH:12][CH:13]=1)[CH2:9][N:10]1[CH2:21][CH2:20][N:19]=[C:18]1[NH2:22]. Procedure: 10 mL of acetic acid (HOAc) was added to a solution of 3.9 g of 3-bromo-2-methoxy-benzylamine 8 and 3.1 g of methyl 2-(methylthio)-4,5-dihydro-1H-imidazole-1-carboxylate in 100 mL of methanol. The resulting solution was heated to a gentle reflux and refluxed overnight. The solution was cooled to room temperature, quenched with sodium hydroxide and extracted with ethyl acetate. The combined organic extracts were washed with brine and dried over magnesium sulfate. The mixture was then filtered. Th... Reactants: CCN=C=NCCCN(C)C, CCN(C(C)C)C(C)C, Cl, Cl, FC(F)(F)c1cccc(OC2CCNCC2)c1, CN(C)C=O, O, On1nnc2ccccc21, O=C(O)CNC(=O)c1cc(-c2ccccc2)on1. The product is O=C(NCC(=O)N1CCC(Oc2cccc(C(F)(F)F)c2)CC1)c1cc(-c2ccccc2)on1. As a reaction SMILES: [CH3:38][CH2:39][N:40]=[C:41]=[N:42][CH2:43][CH2:44][CH2:45][N:46]([CH3:47])[CH3:48].[CH:1]([N:2]([CH2:3][CH3:4])[CH:5]([CH3:6])[CH3:7])([CH3:8])[CH3:9].[ClH:49].[ClH:50].[F:51][C:52]([c:53]1[cH:54][c:55]([O:56][CH:57]2[CH2:58][CH2:59][NH:60][CH2:61][CH2:62]2)[cH:63][cH:64][cH:65]1)([F:66])[F:67].[O:68]=[CH:69][N:70]([CH3:71])[CH3:72].[OH2:73].[OH:28][n:29]1[c:30]2[c:31]([cH:32][cH:33][cH:34][cH:35]2)[n:36][n:37]1.[c:10]1(-[c:16]2[cH:17][c:18]([C:21](=[O:22])[NH:23][CH2:24][C:25](=[O:26])[OH:27])[n:19][o:20]2)[cH:11][cH:12][cH:13][cH:14][cH:15]1>>[c:10]1(-[c:16]2[cH:17][c:18]([C:21](=[O:22])[NH:23][CH2:24][C:25](=[O:27])[N:60]3[CH2:59][CH2:58][CH:57]([O:56][c:55]4[cH:54][c:53]([C:52]([F:51])([F:66])[F:67])[cH:65][cH:64][cH:63]4)[CH2:62][CH2:61]3)[n:19][o:20]2)[cH:11][cH:12][cH:13][cH:14][cH:15]1.